From a dataset of the Open Reaction Database (ORD), a public repository of structured organic reaction records. describe an organic reaction: reactants, conditions, products, and yield Starting materials: O1CC(CC1)CO (tetrahydro-3-furanmethanol), C1(=CC=C(C=C1)S(=O)(=O)Cl)C (para-toluenesulfonyl chloride), O (H2O). Solvent: C(Cl)Cl (CH2Cl2), N1=CC=CC=C1 (pyridine). Conditions: time 3 hour. The product is O1CC(CC1)COS(=O)(=O)C1=CC=C(C=C1)C (Toluene-4-sulfonic acid tetrahydro-furan-3-ylmethyl ester). Isolated yield 98.1%. Reaction SMILES: [O:1]1[CH2:5][CH2:4][CH:3]([CH2:6][OH:7])[CH2:2]1.[C:8]1([CH3:18])[CH:13]=[CH:12][C:11]([S:14](Cl)(=[O:16])=[O:15])=[CH:10][CH:9]=1.O>C(Cl)Cl.N1C=CC=CC=1>[O:1]1[CH2:5][CH2:4][CH:3]([CH2:6][O:7][S:14]([C:11]2[CH:12]=[CH:13][C:8]([CH3:18])=[CH:9][CH:10]=2)(=[O:16])=[O:15])[CH2:2]1. Procedure: To a solution of tetrahydro-3-furanmethanol (Aldrich, 1.0 mL, 10.4 mmol) in 5 mL CH2Cl2 and 5 mL pyridine was added para-toluenesulfonyl chloride (3.0 g, 15.6 mmol) portion-wise over 15 minutes. This mixture stirred at ambient temperature for 3 hours then 5 mL H2O was added. The layers were separated and the aqueous layer was extracted 2×5 mL CH2Cl2. The combined organics were dried over Na2SO4, filtered, concentrated under reduced pressure and dried under vacuum (˜1 mm Hg) to afford the title c... Reactants: COC1=CC=C(CSCC2C(=O)OC(C2)CSCC2=CC=C(C=C2)OC)C=C1 (2,4-bis(4-methoxybenzylthiomethyl)-4-butanolide), N (ammonia). The solvent is CO (methanol), C1CCOC1 (THF). Reaction conditions: time 8 hour. Yields the product SCC1C(=O)OC(C1)CS (2,4-bis(mercaptomethyl)-4-butanolide). The yield is 230.9%. Reaction SMILES: COC1C=CC(C[S:8][CH2:9][CH:10]2[CH2:15][CH:14]([CH2:16][S:17]CC3C=CC(OC)=CC=3)[O:13][C:11]2=[O:12])=CC=1.N>CO.C1COCC1>[SH:8][CH2:9][CH:10]1[CH2:15][CH:14]([CH2:16][SH:17])[O:13][C:11]1=[O:12]. Procedure details: Into a solution of 2,4-bis(4-methoxybenzylthiomethyl)-4-butanolide (mixture of cis and trans forms, 2.40 g) in a mixture of methanol (30 ml) and THF (10 ml), ammonia gas was bubbled for 30 minutes under ice-cooling. The mixture was stirred overnight at room temperature and concentrated in vacuo. The oily residue was purified by silica gel column chromatography to give 2.36 g (94%) of the following compound. The reactants are C(=O)(OCC)C1C(CCCC1)=O (2-carbethoxycyclohexanone), ClC(=O)OCC (ethyl chloroformate), BrCC (bromoethane), [Mg] (magnesium), S(O)(O)(=O)=O (Sulphuric acid). Run in O1CCCC1 (tetrahydrofuran). Conditions: time 30 minute. Yields the product C(C)[Mg]Br (ethylmagnesium bromide), C(=O)(OCC)C1(C(CCCC1)=O)C(=O)OCC (2,2-dicarbethoxy-cyclohexanone). The yield is 109.6%. Reaction SMILES: [Br:1]CC.[Mg:4].[C:5]([CH:10]1[CH2:15][CH2:14][CH2:13][CH2:12][C:11]1=[O:16])([O:7][CH2:8][CH3:9])=[O:6].Cl[C:18]([O:20][CH2:21][CH3:22])=[O:19].S(=O)(=O)(O)O>O1CCCC1>[CH2:15]([Mg:4][Br:1])[CH3:10].[C:5]([C:10]1([C:18]([O:20][CH2:21][CH3:22])=[O:19])[CH2:15][CH2:14][CH2:13][CH2:12][C:11]1=[O:16])([O:7][CH2:8][CH3:9])=[O:6]. Procedure: A tetrahydrofuran solution (30 ml) of ethylmagnesium bromide was prepared from bromoethane (7.05 g.) and magnesium (1.5 g.) The solution was cooled to 0° and 2-carbethoxycyclohexanone (10.0 g.) was added carefully. The reaction mixture was stirred at room temperature for 30 minutes and ethyl chloroformate (7.0 g.) was added dropwise, under nitrogen. A white precipitate developed. Sulphuric acid solution (80 ml, 1%) was added and the aqueous mixture was extracted with ether. The ether extracts we... Reactants: FC1=CC=2C=3C(=CNC2C=C1N1CCNCC1)C(N(N3)C3=CC=CC=C3)=O (8-Fluoro-2-phenyl-7-piperazin-1-yl-2,5-dihydro-pyrazolo[4,3-c]quinolin-3-one), FC=1C(=CC=2C=3C(=CNC2C1)C(N(N3)C3=CC=CC=C3)=O)F (7,8-Difluoro-2-phenyl-2,5-dihydro-pyrazolo-[4,3-c]quinolin-3-one), OC1CCNCC1 (4-hydroxypiperidine). Reaction SMILES: [F:1][C:2]1[C:11]([N:12]2[CH2:17][CH2:16]N[CH2:14][CH2:13]2)=[CH:10][C:9]2[NH:8][CH:7]=[C:6]3[C:18](=[O:27])[N:19]([C:21]4[CH:26]=[CH:25][CH:24]=[CH:23][CH:22]=4)[N:20]=[C:5]3[C:4]=2[CH:3]=1.FC1C(F)=CC2C3C([C:39](=[O:48])N(C4C=CC=CC=4)N=3)=CNC=2C=1.OC1CCNCC1>>[F:1][C:2]1[C:11]([N:12]2[CH2:17][CH2:16][CH:39]([OH:48])[CH2:14][CH2:13]2)=[CH:10][C:9]2[NH:8][CH:7]=[C:6]3[C:18](=[O:27])[N:19]([C:21]4[CH:26]=[CH:25][CH:24]=[CH:23][CH:22]=4)[N:20]=[C:5]3[C:4]=2[CH:3]=1. Yields the product FC1=CC=2C=3C(=CNC2C=C1N1CCC(CC1)O)C(N(N3)C3=CC=CC=C3)=O (8-Fluoro-7-(4-hydroxypiperidin-1-yl)-2-phenyl-2,5-dihydro-pyrazolo[4,3-c]quinolin-3-one). Procedure: The title compound was prepared following the procedure described in the synthesis of 28a using 27a and 4-hydroxypiperidine. 1H-NMR (DMSO-d6) δ (ppm): 1.54 (2H, brm), 1.87 (2H, brm), 2.85 (2H, brm), 3.20 (1H, m), 3.64 (1H, brm), 4.74 (1H, brd, J=3.84 Hz), 7.10 (1H, m), 7.22 (1H, d, J=7.97 Hz), 7.40 (2H, m), 7.76 (1H, d, J=2.90 Hz), 8.20 (2H, m), 8.64 (1H, s). m/z 379.2 (MH+). Starting materials: CC1=C(C=O)C=CC(=C1)C1=NOC(=N1)C1=C(C(=NO1)C1=CC=CC=C1)C(F)(F)F (2-methyl-4-(5-(3-phenyl-4-(trifluoromethyl)isoxazol-5-yl)-1,2,4-oxadiazol-3-yl)benzaldehyde), N1CC(C1)C(=O)O (azetidine-3-carboxylic acid), C(#N)[BH3-].[Na+] (sodium cyanoborohydride). Yields the product CC1=C(CN2CC(C2)C(=O)O)C=CC(=C1)C1=NOC(=N1)C1=C(C(=NO1)C1=CC=CC=C1)C(F)(F)F (1-(2-methyl-4-(5-(3-phenyl-4-(trifluoromethyl)isoxazol-5-yl)-1,2,4-oxadiazol-3-yl)benzyl)azetidine-3-carboxylic acid). Conditions: temperature 60 celsius, time 8 hour. Yield: 52.0%. RXN SMILES: [CH3:1][C:2]1[CH:9]=[C:8]([C:10]2[N:14]=[C:13]([C:15]3[O:19][N:18]=[C:17]([C:20]4[CH:25]=[CH:24][CH:23]=[CH:22][CH:21]=4)[C:16]=3[C:26]([F:29])([F:28])[F:27])[O:12][N:11]=2)[CH:7]=[CH:6][C:3]=1[CH:4]=O.[NH:30]1[CH2:33][CH:32]([C:34]([OH:36])=[O:35])[CH2:31]1.C([BH3-])#N.[Na+]>CO.ClC(Cl)C.C(O)(=O)C.ClCCl>[CH3:1][C:2]1[CH:9]=[C:8]([C:10]2[N:14]=[C:13]([C:15]3[O:19][N:18]=[C:17]([C:20]4[CH:21]=[CH:22][CH:23]=[CH:24][CH:25]=4)[C:16]=3[C:26]([F:28])([F:27])[F:29])[O:12][N:11]=2)[CH:7]=[CH:6][C:3]=1[CH2:4][N:30]1[CH2:33][CH:32]([C:34]([OH:36])=[O:35])[CH2:31]1 |f:2.3|. The reagents and catalysts are C(C)(=O)O (acetic acid). Procedure details: To a mixture of 2-methyl-4-(5-(3-phenyl-4-(trifluoromethyl)isoxazol-5-yl)-1,2,4-oxadiazol-3-yl)benzaldehyde (0.050 g, 0.125 mmol) and azetidine-3-carboxylic acid (0.015 g, 0.150 mmol) in methanol (0.5 mL) and dichloroethane (0.5 mL) at room temperature was added 3 drops of acetic acid via a pasteur pipette. The reaction mixture was heated at 60° C. for 1 h. The reaction was cooled to room temperature, sodium cyanoborohydride (9.59 mg, 0.150 mmol) was added, and the mixture was stirred at room te... Run in CO (methanol), ClC(C)Cl (dichloroethane), ClCCl (dichloromethane). Starting materials: C1CCNCC1, CO, [C-]#[N+]CC(=O)OCC. Yields the product [C-]#[N+]CC(=O)N1CCCCC1. RXN SMILES: [CH2:1]1[CH2:2][CH2:3][NH:4][CH2:5][CH2:6]1.[CH3:15][OH:16].[N+:7](#[C-:8])[CH2:9][C:10](=[O:11])[O:12][CH2:13][CH3:14]>>[CH2:1]1[CH2:2][CH2:3][N:4]([C:10]([CH2:9][N+:7]#[C-:8])=[O:11])[CH2:5][CH2:6]1. Procedure details: The 2-(benzyloxycarbonylaminosulfonyloxy)benzoic acid benzyl ester sodium salt prepared above, [35.3 g (0.076 mole)] was suspended in 500 ml of methanol was mixed with 6.2 ml of concentrated hydrochloric acid and 2 g of 5% palladium on carbon wetted with 50 ml methanol. The mixture was hydrogenated with hydrogen gas for 4 hr and filtered. The filtrate was concentrated to an oil. The oil was suspended in THF and filtered to remove some solids. The clear filtrate was concentrated and mixed with 1,... The product is C1(=CC=CC=C1)OS(N)(=O)=O (Sulfamic acid phenyl ester). Reagents/catalysts: [Pd] (palladium on carbon). Yield: 39.0%. Starting materials: [Na].C(C1=CC=CC=C1)OC(C1=C(C=CC=C1)OS(=O)(=O)NC(=O)OCC1=CC=CC=C1)=O (2-(benzyloxycarbonylaminosulfonyloxy)benzoic acid benzyl ester sodium salt), Cl (hydrochloric acid), [H][H] (hydrogen). Reaction SMILES: [Na].C(OC(=O)[C:11]1[CH:16]=[CH:15][CH:14]=[CH:13][C:12]=1[O:17][S:18]([NH:21]C(OCC1C=CC=CC=1)=O)(=[O:20])=[O:19])C1C=CC=CC=1.Cl.[H][H]>CO.[Pd]>[C:12]1([O:17][S:18](=[O:19])(=[O:20])[NH2:21])[CH:11]=[CH:16][CH:15]=[CH:14][CH:13]=1 |f:0.1,^1:0|. Run in CO (methanol), CO (methanol). Starting materials: ClCC1=C2C=CC=NC2=C(C=C1)O (5-Chloromethyl-8-hydroxyquinoline), C([O-])([O-])=O.[Na+].[Na+] (sodium carbonate), Heterocyclic, C(C)(=O)[O-].[Na+] (sodium acetate), C(C(=C)C)(=O)OCCO (hydroxyethyl methacrylate). The solvent is O (water). The product is C(C(=C)C)(=O)OCCOCC1=C2C=CC=NC2=C(C=C1)O (5-(Methacryloyloxyethoxymethyl)-8-hydroxyquinoline). As a reaction SMILES: Cl[CH2:2][C:3]1[CH:12]=[CH:11][C:10]([OH:13])=[C:9]2[C:4]=1[CH:5]=[CH:6][CH:7]=[N:8]2.C([O-])(=O)C.[Na+].[C:19]([O:24][CH2:25][CH2:26][OH:27])(=[O:23])[C:20]([CH3:22])=[CH2:21].C(=O)([O-])[O-].[Na+].[Na+]>O>[C:19]([O:24][CH2:25][CH2:26][O:27][CH2:2][C:3]1[CH:12]=[CH:11][C:10]([OH:13])=[C:9]2[C:4]=1[CH:5]=[CH:6][CH:7]=[N:8]2)(=[O:23])[C:20]([CH3:22])=[CH2:21] |f:1.2,4.5.6|. Reported procedure: 5-Chloromethyl-8-hydroxyquinoline (46 g) (prepared by the method of Kolobielski, J. Heterocyclic Chem. 275, (1966)), sodium acetate (16.4 g) and hydroxyethyl methacrylate (200 ml) were stirred and heated on a steam bath for 5 hours, and the resulting slurry was dissolved in water (1 liter). Solid sodium carbonate was added until alkaline, and then the precipitate was collected, washed with water, dissolved in ether (500 ml), dried with MgSO4, and then treated with HCl gas to precipitate the hydr... Starting materials: CCOC(=O)CCCCC(=O)[O-], Cc1ccccc1C1CN(Cc2ccccc2)CC1CO[Si](C)(C)C(C)(C)C. The product is CCOC(=O)CCCCC(=O)N1CC(CO[Si](C)(C)C(C)(C)C)C(c2ccccc2C)C1. Reaction SMILES: [C:29]([CH2:30][CH2:31][CH2:32][CH2:33][C:34](=[O:35])[O-:36])(=[O:37])[O:38][CH2:39][CH3:40].[CH2:1]([c:2]1[cH:3][cH:4][cH:5][cH:6][cH:7]1)[N:8]1[CH2:9][CH:10]([CH2:20][O:21][Si:22]([CH3:23])([CH3:24])[C:25]([CH3:26])([CH3:27])[CH3:28])[CH:11]([c:13]2[c:14]([CH3:19])[cH:15][cH:16][cH:17][cH:18]2)[CH2:12]1>>[N:8]1([C:34]([CH2:33][CH2:32][CH2:31][CH2:30][C:29](=[O:37])[O:38][CH2:39][CH3:40])=[O:36])[CH2:9][CH:10]([CH2:20][O:21][Si:22]([CH3:23])([CH3:24])[C:25]([CH3:26])([CH3:27])[CH3:28])[CH:11]([c:13]2[c:14]([CH3:19])[cH:15][cH:16][cH:17][cH:18]2)[CH2:12]1. Reactants: CCOC(=O)Cc1ccc(OCc2ccccc2)c(-c2ccc(C(F)(F)F)cc2CN(CC)C(=O)NCc2ccccc2)c1, CCOC(C)=O. Yields the product CCOC(=O)Cc1ccc(O)c(-c2ccc(C(F)(F)F)cc2CN(CC)C(=O)NCc2ccccc2)c1. Reaction SMILES: [CH2:1]([CH3:2])[O:3][C:4]([CH2:5][c:6]1[cH:7][c:8](-[c:20]2[c:21]([CH2:30][N:31]([C:32](=[O:33])[NH:34][CH2:35][c:36]3[cH:37][cH:38][cH:39][cH:40][cH:41]3)[CH2:42][CH3:43])[cH:22][c:23]([C:26]([F:27])([F:28])[F:29])[cH:24][cH:25]2)[c:9]([O:12][CH2:13][c:14]2[cH:15][cH:16][cH:17][cH:18][cH:19]2)[cH:10][cH:11]1)=[O:44].[CH3:45][CH2:46][O:47][C:48]([CH3:49])=[O:50]>>[CH2:1]([CH3:2])[O:3][C:4]([CH2:5][c:6]1[cH:7][c:8](-[c:20]2[c:21]([CH2:30][N:31]([C:32](=[O:33])[NH:34][CH2:35][c:36]3[cH:37][cH:38][cH:39][cH:40][cH:41]3)[CH2:42][CH3:43])[cH:22][c:23]([C:26]([F:27])([F:28])[F:29])[cH:24][cH:25]2)[c:9]([OH:12])[cH:10][cH:11]1)=[O:44].